This data is from the Open Reaction Database (ORD), a public repository of structured organic reaction records. The task is: describe an organic reaction: reactants, conditions, products, and yield Starting materials: Fc1ccccc1Br, CC(C)(C)[O-], CS(C)=O, O=C1N(C2CCCCC2)CCC12CCCNC2, Cl, [Na+]. The product is O=C1N(C2CCCCC2)CCC12CCCN(c1ccccc1F)C2. Reaction SMILES: [Br:19][c:20]1[c:21]([F:26])[cH:22][cH:23][cH:24][cH:25]1.[CH3:27][C:28]([CH3:29])([O-:30])[CH3:31].[CH3:33][S:34]([CH3:35])=[O:36].[CH:2]1([N:8]2[C:9](=[O:18])[C:10]3([CH2:11][CH2:12]2)[CH2:13][NH:14][CH2:15][CH2:16][CH2:17]3)[CH2:3][CH2:4][CH2:5][CH2:6][CH2:7]1.[ClH:1].[Na+:32]>>[CH:2]1([N:8]2[C:9](=[O:18])[C:10]3([CH2:11][CH2:12]2)[CH2:13][N:14]([c:20]2[c:21]([F:26])[cH:22][cH:23][cH:24][cH:25]2)[CH2:15][CH2:16][CH2:17]3)[CH2:3][CH2:4][CH2:5][CH2:6][CH2:7]1. Reactants: COC(=O)C(CC1=CC=CC=C1)NC(=O)C1=C(OC(CCC(=O)OCC)C2=C(C=CC=C2)C)C=C(C=C1)OCC1=CSC=C1 (ethyl 4-[2-(1-methoxycarbonyl-2-phenylethylcarbamoyl)-5-(3-thienylmethoxy)phenoxy]-4-(2-methylphenyl)butanoate), 1R, C([O-])([O-])=O.[K+].[K+] (potassium carbonate). Solvent: CO (methanol). Conditions: time 18 hour. The product is C(=O)(O)C(CC1=CC=CC=C1)NC(=O)C1=C(OC(CCC(=O)O)C2=C(C=CC=C2)C)C=C(C=C1)OCC1=CSC=C1 (4-[2-(1-carboxy-2-phenylethylcarbamoyl)-5-(3-thienylmethoxy)phenoxy]-4-(2-methylphenyl)butanoic acid). Reaction SMILES: C[O:2][C:3]([CH:5]([NH:13][C:14]([C:16]1[CH:37]=[CH:36][C:35]([O:38][CH2:39][C:40]2[CH:44]=[CH:43][S:42][CH:41]=2)=[CH:34][C:17]=1[O:18][CH:19]([C:27]1[CH:32]=[CH:31][CH:30]=[CH:29][C:28]=1[CH3:33])[CH2:20][CH2:21][C:22]([O:24]CC)=[O:23])=[O:15])[CH2:6][C:7]1[CH:12]=[CH:11][CH:10]=[CH:9][CH:8]=1)=[O:4].C(=O)([O-])[O-].[K+].[K+]>CO>[C:3]([CH:5]([NH:13][C:14]([C:16]1[CH:37]=[CH:36][C:35]([O:38][CH2:39][C:40]2[CH:44]=[CH:43][S:42][CH:41]=2)=[CH:34][C:17]=1[O:18][CH:19]([C:27]1[CH:32]=[CH:31][CH:30]=[CH:29][C:28]=1[CH3:33])[CH2:20][CH2:21][C:22]([OH:24])=[O:23])=[O:15])[CH2:6][C:7]1[CH:8]=[CH:9][CH:10]=[CH:11][CH:12]=1)([OH:4])=[O:2] |f:1.2.3|. Procedure details: A solution of ethyl 4-[2-(1-methoxycarbonyl-2-phenylethylcarbamoyl)-5-(3-thienylmethoxy)phenoxy]-4-(2-methylphenyl)butanoate, thought to be the diastereomers (1R, 4RS), (0.48 g) in methanol (100 mL) is treated with 10% aqueous potassium carbonate solution (10 mL). The reaction mixture is stirred at room temperature for 18 hours and evaporated. The residue is dissolved in water (50 mL), the solution acidified to pH 1 by addition of 1 N hydrochloric acid and extracted with ethyl acetate (120 mL). ...